From a dataset of the Open Reaction Database (ORD), a public repository of structured organic reaction records. describe an organic reaction: reactants, conditions, products, and yield The reactants are ice, O=C1C[C@@H](CC1)C1=CC=C(OCC(=O)O)C=C1 ((R)-[4-(3-Oxo-cyclopentyl)-phenoxy]-acetic acid), CCN=C=NCCCN(C)C.Cl (EDCI.HCl), CS(=O)(=O)N (methanesulfonamide). Reagents/catalysts: CN(C)C=1C=CN=CC1 (DMAP). Run in C(Cl)Cl (DCM). Reaction conditions: temperature 0 celsius. Yields the product CS(=O)(=O)NC(COC1=CC=C(C=C1)[C@H]1CC(CC1)=O)=O (N-Methylsulfonyl-2-[4-[(1R)-3-oxocyclopentyl]phenoxy]acetamide). Yield: 95.7%. RXN SMILES: [O:1]=[C:2]1[CH2:6][CH2:5][C@@H:4]([C:7]2[CH:17]=[CH:16][C:10]([O:11][CH2:12][C:13](O)=[O:14])=[CH:9][CH:8]=2)[CH2:3]1.CCN=C=NCCCN(C)C.Cl.[CH3:30][S:31]([NH2:34])(=[O:33])=[O:32]>C(Cl)Cl.CN(C1C=CN=CC=1)C>[CH3:30][S:31]([NH:34][C:13](=[O:14])[CH2:12][O:11][C:10]1[CH:16]=[CH:17][C:7]([C@@H:4]2[CH2:5][CH2:6][C:2](=[O:1])[CH2:3]2)=[CH:8][CH:9]=1)(=[O:33])=[O:32] |f:1.2|. Procedure details: (R)-[4-(3-Oxo-cyclopentyl)-phenoxy]-acetic acid (preparation 31) (2.5 mmol, 585 mg) was dissolved in DCM (30 mL) and cooled to 0° C. on an icebath. EDCI.HCl (3.75 mmol, 720 mg), methanesulfonamide (2.75 mmol, 261 mg) and DMAP (3.75 mmol, 458 mg) was added and the reaction mixture left an additional 15 min on the ice bath. The ice bath was then removed and the reaction was allowed to warm to r.t. over night. Quenched with citric acid (10% aq.) and extracted with DCM, then dried over Na2SO4 and co... The reactants are ClC1=CC=2C=3N(C(NC2C=C1)=O)N=C(N3)C3=CC=CC=C3 (9-chloro-2-phenyl-6H-[1,2,4]triazolo[1,5-c]quinazolin-5-one), BrC1=CC=2C=3N(C(NC2C=C1)=O)N=CN3 (9-bromo-6H-[1,2,4]triazolo[1,5-c]quinazolin-5-one). Yields the product ClC1=CC(=C(C=C1)N)C=1NN=C(N1)C1=CC=CC=C1 (4-Chloro-2-(5-phenyl-2H-[1,2,4]triazol-3-yl)-phenylamine). Yield: 92.3%. Reaction SMILES: [Cl:1][C:2]1[CH:11]=[CH:10][C:9]2[NH:8]C(=O)[N:6]3[N:13]=[C:14]([C:16]4[CH:21]=[CH:20][CH:19]=[CH:18][CH:17]=4)[N:15]=[C:5]3[C:4]=2[CH:3]=1.BrC1C=CC2NC(=O)N3N=CN=C3C=2C=1>>[Cl:1][C:2]1[CH:11]=[CH:10][C:9]([NH2:8])=[C:4]([C:5]2[NH:6][N:13]=[C:14]([C:16]3[CH:21]=[CH:20][CH:19]=[CH:18][CH:17]=3)[N:15]=2)[CH:3]=1. Reported procedure: As described for example 21c) 9-chloro-2-phenyl-6H-[1,2,4]triazolo[1,5-c]quinazolin-5-one (6.34 g, 21.4 mmol), instead of 9-bromo-6H-[1,2,4]triazolo[1,5-c]quinazolin-5-one, was converted to the title compound (5.35 g, 92%) which was obtained as a light brown solid. MS: m/e=271.0 [M+H]+. Reactants: [OH-].[Na+] (NaOH), C1=CC=CC=2C3=CC=CC=C3NC12 (carbazole), C(C)C(CBr)CCCC (2-ethylhexylbromide), C(CCCCCC)N1C2=CC=CC=C2C=2C=CC=CC12 (N-heptylcarbazole). Reagents/catalysts: [Cl-].C(C1=CC=CC=C1)[N+](CC)(CC)CC (benzyltriethyl ammonium chloride). Run in C1(=CC=CC=C1)C (toluene). Yields the product CCN1C2=CC=CC=C2C=2C=CC=C(C12)CCCCCC (N-2-Ethylhexylcarbazole), brownish liquid. Isolated yield 81.0%. Reaction SMILES: [CH:1]1[C:13]2[NH:12][C:11]3[C:6](=[CH:7][CH:8]=[CH:9][CH:10]=3)[C:5]=2[CH:4]=[CH:3][CH:2]=1.C([CH:16]([CH2:19][CH2:20][CH2:21][CH3:22])[CH2:17]Br)C.[OH-].[Na+].[CH2:25](N1C2C=CC=CC=2C2C1=CC=CC=2)[CH2:26]CCCCC>[Cl-].C([N+](CC)(CC)CC)C1C=CC=CC=1.C1(C)C=CC=CC=1>[CH3:25][CH2:26][N:12]1[C:11]2[C:10]([CH2:17][CH2:16][CH2:19][CH2:20][CH2:21][CH3:22])=[CH:9][CH:8]=[CH:7][C:6]=2[C:5]2[C:13]1=[CH:1][CH:2]=[CH:3][CH:4]=2 |f:2.3,5.6|. Procedure details: N-2-Ethylhexylcarbazole was prepared from carbazole (85.09 g, 0.51 mol), 2-ethylhexylbromide (100 g, 0.52 mol, commercially available from Aldrich, Milwaukee, Wis.), benzyltriethyl ammonium chloride (5.78 g, 0.025 mol), toluene (400 ml), and 50% aqueous NaOH solution (200 g) according to the procedure described for N-heptylcarbazole. The product was obtained as 115 g of brownish liquid (81% yield). Starting materials: C1CCC(N2CCC3(CCNC3)CC2)CC1, CC(C)(C)OC(=O)NC1CCC(C=O)CC1. Product: CC(C)(C)OC(=O)NC1CCC(CN2CCC3(CCN(C4CCCCC4)CC3)C2)CC1. As a reaction SMILES: [CH:17]1([N:23]2[CH2:24][CH2:25][C:26]3([CH2:27][CH2:28][NH:29][CH2:30]3)[CH2:31][CH2:32]2)[CH2:18][CH2:19][CH2:20][CH2:21][CH2:22]1.[CH:1](=[O:2])[CH:3]1[CH2:4][CH2:5][CH:6]([NH:9][C:10]([O:11][C:12]([CH3:13])([CH3:14])[CH3:15])=[O:16])[CH2:7][CH2:8]1>>[CH2:1]([CH:3]1[CH2:4][CH2:5][CH:6]([NH:9][C:10]([O:11][C:12]([CH3:13])([CH3:14])[CH3:15])=[O:16])[CH2:7][CH2:8]1)[N:29]1[CH2:28][CH2:27][C:26]2([CH2:25][CH2:24][N:23]([CH:17]3[CH2:18][CH2:19][CH2:20][CH2:21][CH2:22]3)[CH2:32][CH2:31]2)[CH2:30]1.